The task is: describe an organic reaction: reactants, conditions, products, and yield. This data is from the Open Reaction Database (ORD), a public repository of structured organic reaction records. Reactants: FC1=C(COC2=C(C=C(C=C2)C(F)(F)F)B(O)O)C=CC(=C1)F (2-[(2,4-difluorobenzyl)oxy]-5-trifluoromethylbenzene boronic acid), C(C)(=O)NC=1C=C(C(=CC1)C1=C(C=CC=C1)Br)C(=O)OC (methyl 4-(acetylamino)-2′-bromo-2-biphenylcarboxylate), C([O-])([O-])=O.[K+].[K+] (potassium carbonate), C1(=CC=CC=C1)C.C(C)O (toluene ethanol). Reagents/catalysts: C=1C=CC(=CC1)[P](C=2C=CC=CC2)(C=3C=CC=CC3)[Pd]([P](C=4C=CC=CC4)(C=5C=CC=CC5)C=6C=CC=CC6)([P](C=7C=CC=CC7)(C=8C=CC=CC8)C=9C=CC=CC9)[P](C=1C=CC=CC1)(C=1C=CC=CC1)C=1C=CC=CC1 (tetrakis(triphenylphosphine)palladium(0)). Solvent: C(C)OCC (diethyl ether), O (water). Run at temperature 90 celsius. Product: C(C)(=O)NC=1C=C(C(=CC1)C=1C(=CC=CC1)C1=C(C=CC(=C1)C(F)(F)F)OCC1=C(C=C(C=C1)F)F)C(=O)OC (Methyl 4-(acetylamino)-2″-{[(2, 4-difluorophenyl)methyl]oxy}-5″-(trifluoromethyl)-1,1′:2′,1″-terphenyl-2-carboxylate). As a reaction SMILES: [F:1][C:2]1[CH:22]=[C:21]([F:23])[CH:20]=[CH:19][C:3]=1[CH2:4][O:5][C:6]1[CH:11]=[CH:10][C:9]([C:12]([F:15])([F:14])[F:13])=[CH:8][C:7]=1B(O)O.[C:24]([NH:27][C:28]1[CH:29]=[C:30]([C:41]([O:43][CH3:44])=[O:42])[C:31]([C:34]2[CH:39]=[CH:38][CH:37]=[CH:36][C:35]=2Br)=[CH:32][CH:33]=1)(=[O:26])[CH3:25].C(=O)([O-])[O-].[K+].[K+].C1(C)C=CC=CC=1.C(O)C>C(OCC)C.O.C1C=CC([P]([Pd]([P](C2C=CC=CC=2)(C2C=CC=CC=2)C2C=CC=CC=2)([P](C2C=CC=CC=2)(C2C=CC=CC=2)C2C=CC=CC=2)[P](C2C=CC=CC=2)(C2C=CC=CC=2)C2C=CC=CC=2)(C2C=CC=CC=2)C2C=CC=CC=2)=CC=1>[C:24]([NH:27][C:28]1[CH:29]=[C:30]([C:41]([O:43][CH3:44])=[O:42])[C:31]([C:34]2[C:35]([C:7]3[CH:8]=[C:9]([C:12]([F:15])([F:14])[F:13])[CH:10]=[CH:11][C:6]=3[O:5][CH2:4][C:3]3[CH:19]=[CH:20][C:21]([F:23])=[CH:22][C:2]=3[F:1])=[CH:36][CH:37]=[CH:38][CH:39]=2)=[CH:32][CH:33]=1)(=[O:26])[CH3:25] |f:2.3.4,5.6,^1:70,72,91,110|. Procedure details: A mixture of 2-[(2,4-difluorobenzyl)oxy]-5-trifluoromethylbenzene boronic acid (66 mg, 0.2 mmol), methyl 4-(acetylamino)-2′-bromo-2-biphenylcarboxylate (110 mg, 0.32 mmol), potassium carbonate (138 mg, 1 mmol) and tetrakis(triphenylphosphine)palladium(0) (23 mg, 5 mol %) in 1:1 toluene/ethanol (4 ml) was stirred and heated at 90° C. under nitrogen for 2 hours. After cooling the mixture was diluted with diethyl ether and water and the organic phase dried (MgSO4) and evaporated to dryness. The res... Starting materials: C(C)(C)(C)OC(CCN(C(C)C)C1=NC(=NC=C1[N+](=O)[O-])Cl)=O (3-[(2-chloro-5-nitro-pyrimidin-4-yl)-isopropyl-amino]-propanoic acid tert-butyl ester), [H][H] (hydrogen). The reagents and catalysts are [Pd] (palladium on carbon). Run in C(C)(=O)OCC (ethyl acetate). The product is C(C)(C)(C)OC(CCN(C(C)C)C1=NC(=NC=C1N)Cl)=O (3-[(5-amino-2-chloro-pyrimidin-4-yl)-isopropyl-amino]-propanoic acid tert-butyl ester). The yield is 98.8%. RXN SMILES: [C:1]([O:5][C:6](=[O:23])[CH2:7][CH2:8][N:9]([C:13]1[C:18]([N+:19]([O-])=O)=[CH:17][N:16]=[C:15]([Cl:22])[N:14]=1)[CH:10]([CH3:12])[CH3:11])([CH3:4])([CH3:3])[CH3:2].[H][H]>C(OCC)(=O)C.[Pd]>[C:1]([O:5][C:6](=[O:23])[CH2:7][CH2:8][N:9]([C:13]1[C:18]([NH2:19])=[CH:17][N:16]=[C:15]([Cl:22])[N:14]=1)[CH:10]([CH3:12])[CH3:11])([CH3:3])([CH3:4])[CH3:2]. Procedure details: A mixture of 1.6 g (0.0045 mole) of 3-[(2-chloro-5-nitro-pyrimidin-4-yl)-isopropyl-amino]-propanoic acid tert-butyl ester (IV-43) in 50 mL of ethyl acetate and 0.5 g of 5% palladium on carbon catalyst was stirred under an atmosphere of hydrogen until hydrogen uptake was complete. The mixture was filtered through a pad of Celite, washing the filter pad with dichloromethane. Concentration of the filtrate under reduced pressure gave 1.4 g of 3-[(5-amino-2-chloro-pyrimidin-4-yl)-isopropyl-amino]-pro... The reactants are ClCCCl, O=S(=O)([O-])c1cccc(Cl)[n+]1F, O, COC(=O)Cc1ccc(O)cc1. Product: O=S(=O)(O)c1cccc(Cl)n1. Reaction SMILES: [Cl:13][CH2:14][CH2:15][Cl:16].[F:17][n+:18]1[c:19]([Cl:28])[cH:20][cH:21][cH:22][c:23]1[S:24](=[O:25])(=[O:26])[O-:27].[OH2:29].[OH:1][c:2]1[cH:3][cH:4][c:5]([CH2:6][C:7]([O:8][CH3:9])=[O:10])[cH:11][cH:12]1>>[n:18]1[c:19]([Cl:28])[cH:20][cH:21][cH:22][c:23]1[S:24](=[O:25])(=[O:26])[OH:27]. Starting materials: NC1=CC=C(C(=O)OCC)C=C1 (ethyl 4-aminobenzoate), N1=CC=CC=C1 (pyridine), FC1=CC=C(C=2C1=NSN2)S(=O)(=O)Cl (7-fluorobenzo[c][1,2,5]thiadiazole-4-sulfonyl chloride). The solvent is C(Cl)Cl (DCM). Conditions: temperature 50 celsius, time 8 hour. The product is FC1=CC=C(C=2C1=NSN2)S(=O)(=O)NC2=CC=C(C(=O)OCC)C=C2 (Ethyl 4-(7-fluorobenzo[c][1,2,5]thiadiazole-4-sulfonamido)benzoate). As a reaction SMILES: [NH2:1][C:2]1[CH:12]=[CH:11][C:5]([C:6]([O:8][CH2:9][CH3:10])=[O:7])=[CH:4][CH:3]=1.N1C=CC=CC=1.[F:19][C:20]1[C:25]2=[N:26][S:27][N:28]=[C:24]2[C:23]([S:29](Cl)(=[O:31])=[O:30])=[CH:22][CH:21]=1>C(Cl)Cl>[F:19][C:20]1[C:25]2=[N:26][S:27][N:28]=[C:24]2[C:23]([S:29]([NH:1][C:2]2[CH:3]=[CH:4][C:5]([C:6]([O:8][CH2:9][CH3:10])=[O:7])=[CH:11][CH:12]=2)(=[O:30])=[O:31])=[CH:22][CH:21]=1. Procedure: To a solution of ethyl 4-aminobenzoate (412 mg, 2.5 mmol) in 20 mL of DCM was added pyridine (600 mg, 7.5 mmol) and 7-fluorobenzo[c][1,2,5]thiadiazole-4-sulfonyl chloride (39C) (633 mg, 2.5 mmol). The resulting mixture was stirred at 50° C. overnight. After removal of DCM, the residue was partitioned between water and EtOAc. The organic layer was washed with 2 N HCl, water and brine, dried over Na2SO4 and concentrated to give crude product 39D, which was confirmed by LCMS, and used in the next r...